This data is from the Open Reaction Database (ORD), a public repository of structured organic reaction records. The task is: describe an organic reaction: reactants, conditions, products, and yield Starting materials: B, CNC(=O)COc1ccc(CC(C)N2CCOC(c3csc(C(F)(F)F)n3)C2)cc1, CSC. The product is CNCCOc1ccc(CC(C)N2CCOC(c3csc(C(F)(F)F)n3)C2)cc1. RXN SMILES: [BH3:34].[CH3:1][NH:2][C:3](=[O:4])[CH2:5][O:6][c:7]1[cH:8][cH:9][c:10]([CH2:13][CH:14]([CH3:15])[N:16]2[CH2:17][CH:18]([c:22]3[n:23][c:24]([C:27]([F:28])([F:29])[F:30])[s:25][cH:26]3)[O:19][CH2:20][CH2:21]2)[cH:11][cH:12]1.[CH3:31][S:32][CH3:33]>>[CH3:1][NH:2][CH2:3][CH2:5][O:6][c:7]1[cH:8][cH:9][c:10]([CH2:13][CH:14]([CH3:15])[N:16]2[CH2:17][CH:18]([c:22]3[n:23][c:24]([C:27]([F:28])([F:29])[F:30])[s:25][cH:26]3)[O:19][CH2:20][CH2:21]2)[cH:11][cH:12]1. The reactants are ClCCCBr, C[O-], CC(C)O, [Na+], c1ccc(-c2nc3ccccc3[nH]2)cc1. The product is ClCCCn1c(-c2ccccc2)nc2ccccc21. As a reaction SMILES: [Br:19][CH2:20][CH2:21][CH2:22][Cl:23].[CH3:16][O-:17].[CH3:24][CH:25]([OH:26])[CH3:27].[Na+:18].[c:1]1(-[c:7]2[n:8][c:9]3[c:10]([nH:11]2)[cH:12][cH:13][cH:14][cH:15]3)[cH:2][cH:3][cH:4][cH:5][cH:6]1>>[c:1]1(-[c:7]2[n:8][c:9]3[c:10]([n:11]2[CH2:20][CH2:21][CH2:22][Cl:23])[cH:12][cH:13][cH:14][cH:15]3)[cH:2][cH:3][cH:4][cH:5][cH:6]1.